From a dataset of the Open Reaction Database (ORD), a public repository of structured organic reaction records. describe an organic reaction: reactants, conditions, products, and yield Reactants: [BH4-].[Na+] (Sodium borohydride), C1CCOC1 (THF), COC(C1=CC(=CC=C1)CN(CCC=1C=NC=CC1)CCCOC=1C=C2C=CC(N(C2=CC1)C)=O)=O (3-{[N-[3-(1-methyl-2-oxo-1,2-dihydroquinolin-6-yloxy)propyl]-N-(2-pyridin-3-ylethyl)amino]methyl}benzoic acid methyl ester), Cl (hydrogen chloride). Solvent: C(C)(=O)OCC (ethyl acetate), C(C)(=O)OCC (ethyl acetate), CO (Methanol), O (Water). Reaction conditions: time 1.5 hour. Product: Cl.Cl.OCC=1C=C(CN(CCC=2C=NC=CC2)CCCOC=2C=C3C=CC(N(C3=CC2)C)=O)C=CC1 (6-{3-[N-(3-hydroxymethylbenzyl)-N-(2-pyridin-3-ylethyl)amino]propoxy}-1-methyl-1H-quinolin-2-one dihydrochloride). As a reaction SMILES: [BH4-].[Na+].C1COCC1.C[O:9][C:10](=O)[C:11]1[CH:16]=[CH:15][CH:14]=[C:13]([CH2:17][N:18]([CH2:27][CH2:28][CH2:29][O:30][C:31]2[CH:32]=[C:33]3[C:38](=[CH:39][CH:40]=2)[N:37]([CH3:41])[C:36](=[O:42])[CH:35]=[CH:34]3)[CH2:19][CH2:20][C:21]2[CH:22]=[N:23][CH:24]=[CH:25][CH:26]=2)[CH:12]=1.[ClH:44]>C(OCC)(=O)C.O.CO>[ClH:44].[ClH:44].[OH:9][CH2:10][C:11]1[CH:12]=[C:13]([CH:14]=[CH:15][CH:16]=1)[CH2:17][N:18]([CH2:27][CH2:28][CH2:29][O:30][C:31]1[CH:32]=[C:33]2[C:38](=[CH:39][CH:40]=1)[N:37]([CH3:41])[C:36](=[O:42])[CH:35]=[CH:34]2)[CH2:19][CH2:20][C:21]1[CH:22]=[N:23][CH:24]=[CH:25][CH:26]=1 |f:0.1,8.9.10|. Procedure: Sodium borohydride (16.5 mg) was added to a THF solution (4 ml) of 3-{[N-[3-(1-methyl-2-oxo-1,2-dihydroquinolin-6-yloxy)propyl]-N-(2-pyridin-3-ylethyl)amino]methyl}benzoic acid methyl ester (192 mg). Methanol (1 ml) was added to the mixture and stirred for 1.5 hour while heated under reflux. The reaction liquid was cooled to room temperature. Water was added to the reaction mixture, followed by extraction with dichloromethane. The organic layer was dried over anhydrous sodium sulfate. The filtra... Reaction SMILES: N#N.Cl.[F:4][C@H:5]1[CH2:9][CH2:8][NH:7][CH2:6]1.Br[CH2:11][CH2:12][CH2:13][C:14]#[N:15].C([O-])([O-])=O.[K+].[K+]>CC#N>[F:4][C@H:5]1[CH2:9][CH2:8][N:7]([CH2:11][CH2:12][CH2:13][CH2:14][NH2:15])[CH2:6]1 |f:1.2,4.5.6|. Reported procedure: In a flame dried round-bottomed flask equipped with a magnetic stir bar and under inert atmosphere (N2), to a solution of (S)-3-fluoropyrrolidin hydrochloride (200 mg, 1.54 mmol) and 4-bromobutyronitrile (0.16 mL, 1.54 mmol) in dry CH3CN (8 mL) was added K2CO3 (1.17 g, 8.50 mmol) at rt followed by KI (26 mg, 0.15 mmol). The reaction mixture was stirred at rt for 15 h. The mixture was filtered and the filtrate partitioned between water and CH2Cl2. The layers were separated and the aq. layer extra... Conditions: time 15 hour. Yields the product F[C@@H]1CN(CC1)CCCCN ((S)-4-(3-fluoropyrrolidin-1-yl)butan-1-amine). Solvent: CC#N (CH3CN). Starting materials: C(=O)([O-])[O-].[K+].[K+] (K2CO3), N#N (N2), Cl.F[C@@H]1CNCC1 ((S)-3-fluoropyrrolidin hydrochloride), BrCCCC#N (4-bromobutyronitrile). Product: N[C@](CO)(C)C1=CC2=C(C(=C(C(=C2C=C1)Cl)O[C@@H]1CC[C@H](CC1)C(C)(C)C)Cl)Cl ((R)-2-amino-2-(6-(trans-4-tert-butylcyclohexyloxy)-5,7,8-trichloronaphthalen-2-yl)propan-1-ol). RXN SMILES: N[C@@](C1C=CC2C(=CC=C(O[C@H]3CC[C@H](C(C)(C)C)CC3)C=2C2C=CC(OC(F)(F)F)=CC=2)C=1)(C)CO.[C:38]([C@H:42]1[CH2:47][CH2:46][C@H:45]([O:48][C:49]2[C:50]([Cl:68])=[C:51]3[C:56](=[C:57]([Cl:60])[C:58]=2[Cl:59])[CH:55]=[C:54]([C@:61]2([CH3:67])[CH2:65][O:64]C(=O)[NH:62]2)[CH:53]=[CH:52]3)[CH2:44][CH2:43]1)([CH3:41])([CH3:40])[CH3:39]>>[NH2:62][C@@:61]([C:54]1[CH:53]=[CH:52][C:51]2[C:56](=[C:57]([Cl:60])[C:58]([Cl:59])=[C:49]([O:48][C@H:45]3[CH2:46][CH2:47][C@H:42]([C:38]([CH3:40])([CH3:39])[CH3:41])[CH2:43][CH2:44]3)[C:50]=2[Cl:68])[CH:55]=1)([CH3:67])[CH2:65][OH:64]. Yield: 37.0%. Starting materials: N[C@](CO)(C)C1=CC2=CC=C(C(=C2C=C1)C1=CC=C(C=C1)OC(F)(F)F)O[C@@H]1CC[C@H](CC1)C(C)(C)C ((R)-2-amino-2-(6-(trans-4-tert-butylcyclohexyloxy)-5-(4-(trifluoromethoxy)phenyl)naphthalen-2-yl)propan-1-ol), C(C)(C)(C)[C@@H]1CC[C@H](CC1)OC=1C(=C2C=CC(=CC2=C(C1Cl)Cl)[C@]1(NC(OC1)=O)C)Cl ((R)-4-(6-(trans-4-tert-butylcyclohexyloxy)-5,7,8-trichloronaphthalen-2-yl)-4-methyloxazolidin-2-one). Reported procedure: (R)-2-amino-2-(6-(trans-4-tert-butylcyclohexyloxy)-5,7,8-trichloronaphthalen-2-yl)propan-1-ol was synthesized as per (R)-2-amino-2-(6-(trans-4-tert-butylcyclohexyloxy)-5-(4-(trifluoromethoxy)phenyl)naphthalen-2-yl)propan-1-ol (Example 221) in 37% yield using (R)-4-(6-(trans-4-tert-butylcyclohexyloxy)-5,7,8-trichloronaphthalen-2-yl)-4-methyloxazolidin-2-one as starting material. MS: m/z=441.25 [M−NH2]+. 1H NMR (MeOD) δ: 8.42 (d, J=1.5 Hz, 1H), 8.28 (d, J=9.5 Hz, 1H), 7.89 (dd, J=9.0, 2.0 Hz, 1H),... The reactants are COC(=O)c1cc(NS(C)(=O)=O)ccc1Cc1cc(C)c(C(=O)c2ccc(Cl)cc2)n1C, Cl, [Na+], [OH-], O. The product is Cc1cc(Cc2ccc(NS(C)(=O)=O)cc2C(=O)O)n(C)c1C(=O)c1ccc(Cl)cc1. As a reaction SMILES: [CH3:1][O:2][C:3](=[O:4])[c:5]1[cH:6][c:7]([NH:28][S:29](=[O:30])(=[O:31])[CH3:32])[cH:8][cH:9][c:10]1[CH2:11][c:12]1[n:13]([CH3:27])[c:14]([C:18]([c:19]2[cH:20][cH:21][c:22]([Cl:25])[cH:23][cH:24]2)=[O:26])[c:15]([CH3:17])[cH:16]1.[ClH:35].[Na+:34].[OH-:33].[OH2:36]>>[O:2]=[C:3]([OH:4])[c:5]1[cH:6][c:7]([NH:28][S:29](=[O:30])(=[O:31])[CH3:32])[cH:8][cH:9][c:10]1[CH2:11][c:12]1[n:13]([CH3:27])[c:14]([C:18]([c:19]2[cH:20][cH:21][c:22]([Cl:25])[cH:23][cH:24]2)=[O:26])[c:15]([CH3:17])[cH:16]1. Starting materials: Cl.N(N)C1=C(C(=O)O)C=C(C=C1)[N+](=O)[O-] (2-hydrazinyl-5-nitrobenzoic acid hydrochloride), C(C)OC(C(CC(C)=O)=O)=O (ethyl-2,4-dioxovalerate). Run in CC(=O)O (AcOH). Yields the product C(C)OC(=O)C1=NN(C(=C1)C)C1=C(C(=O)O)C=C(C=C1)[N+](=O)[O-] (2-(3-(ethoxycarbonyl)-5-methyl-1H-pyrazol-1-yl)-5-nitrobenzoic acid). Isolated yield 55.9%. As a reaction SMILES: Cl.[NH:2]([C:4]1[CH:12]=[CH:11][C:10]([N+:13]([O-:15])=[O:14])=[CH:9][C:5]=1[C:6]([OH:8])=[O:7])[NH2:3].[CH2:16]([O:18][C:19](=[O:26])[C:20](=O)[CH2:21][C:22](=O)[CH3:23])[CH3:17]>CC(O)=O>[CH2:16]([O:18][C:19]([C:20]1[CH:21]=[C:22]([CH3:23])[N:2]([C:4]2[CH:12]=[CH:11][C:10]([N+:13]([O-:15])=[O:14])=[CH:9][C:5]=2[C:6]([OH:8])=[O:7])[N:3]=1)=[O:26])[CH3:17] |f:0.1|. Reported procedure: To a solution of 2-hydrazinyl-5-nitrobenzoic acid hydrochloride (59.4 g, 255.1 mmol) in AcOH (500 mL) was added ethyl-2,4-dioxovalerate (31.0 g, 196.2 mmol). The reaction mixture was refluxed for 2 h. AcOH was evaporated invacuo and the residue was co-distilled with toluene (100 mL) twice. The residue was dissolved in EtOAc and washed with water until the aq. layer became neutral. The organic layer was dried over sodium sulphate and concentrated invacuo. The gummy material was triturated with di... The reactants are [Br-].[Na+] (Sodium bromide), C(CC(=O)OCC)(=O)OCC (Diethyl malonate), [Na] (sodium), BrC1=C(CBr)C=CC=C1 (2-bromobenzyl bromide). Run in C(C)O (ethanol). Yields the product BrC1=C(CC(C(=O)OCC)C(=O)OCC)C=CC=C1 (Diethyl 2-(2-bromobenzyl)propan-1,3-dioate). The yield is 70.8%. As a reaction SMILES: [C:1]([O:9][CH2:10][CH3:11])(=[O:8])[CH2:2][C:3]([O:5][CH2:6][CH3:7])=[O:4].[Na].[Br:13][C:14]1[CH:21]=[CH:20][CH:19]=[CH:18][C:15]=1[CH2:16]Br.[Br-].[Na+]>C(O)C>[Br:13][C:14]1[CH:21]=[CH:20][CH:19]=[CH:18][C:15]=1[CH2:16][CH:2]([C:3]([O:5][CH2:6][CH3:7])=[O:4])[C:1]([O:9][CH2:10][CH3:11])=[O:8] |f:3.4,^1:11|. Procedure details: Diethyl malonate (77 g, 0.48 mol) was added to a stirred solution of sodium (10.2 g, 0.425 mol) in ethanol (800 ml) followed by 2-bromobenzyl bromide (100 g, 0.40 mol). Sodium bromide began to separate towards the end of the addition and the mixture became warm. The reaction was completed by refluxing on a steam bath for 3 hours and then cooling overnight. The bulk of the solvent was removed in vacuo, water was added and the product extracted into ether. After drying (CaCl2) and evaporation the ...